This data is from the Open Reaction Database (ORD), a public repository of structured organic reaction records. The task is: describe an organic reaction: reactants, conditions, products, and yield The reactants are OC=1C=C2C(C=C(OC2=CC1)C1=CC=CC=C1)=O (6-hydroxyflavone), BrCCCCCl (1-bromo-4-chlorobutane), C([O-])([O-])=O.[K+].[K+] (potassium carbonate). Run in CC(=O)C (acetone). Yields the product ClCCCCOC=1C=CC2=C(C(C=C(O2)C2=CC=CC=C2)=O)C1 (6-(4-chlorobutoxy)-2-phenyl-4H-1-benzopyran-4-one). Isolated yield 88.3%. RXN SMILES: [OH:1][C:2]1[CH:3]=[C:4]2[C:9](=[CH:10][CH:11]=1)[O:8][C:7]([C:12]1[CH:17]=[CH:16][CH:15]=[CH:14][CH:13]=1)=[CH:6][C:5]2=[O:18].Br[CH2:20][CH2:21][CH2:22][CH2:23][Cl:24].C(=O)([O-])[O-].[K+].[K+]>CC(C)=O>[Cl:24][CH2:23][CH2:22][CH2:21][CH2:20][O:1][C:2]1[CH:11]=[CH:10][C:9]2[O:8][C:7]([C:12]3[CH:17]=[CH:16][CH:15]=[CH:14][CH:13]=3)=[CH:6][C:5](=[O:18])[C:4]=2[CH:3]=1 |f:2.3.4|. Procedure: A mixture of 6-hydroxyflavone (5.0 g, 21 mmol), 1-bromo-4-chlorobutane (4.86 mL, 42 mmol), and potassium carbonate (12 g, 84 mmol) was refluxed in acetone for 24 hours. The solution was cooled to room temperature, filtered, and the solvent removed in vacuo. The residue was boiled with ether and filtered. Cooling gave 6.1 g (89%) of 6-(4-chlorobutoxy)-2-phenyl-4H-1-benzopyran-4-one as a white solid. The reactants are C(C)OCC (diethyl ether), C(C)(=O)OCC (ethyl acetate), C[Si](C1=C(C(=C(COC2OCCCC2)C(=C1F)F)F)F)(C)C (2-[4-trimethylsilyl-2,3,5,6-tetrafluorobenzyloxy]-tetrahydropyran). Reagents/catalysts: Cl (hydrochloric acid). Run in CO (methanol), petroleum ether. Conditions: temperature 25 celsius, time 16 hour. Yields the product C[Si](C1=C(C(=C(CO)C(=C1F)F)F)F)(C)C (4-trimethylsilyl-2,3,5,6-tetrafluorobenzyl alcohol). Reaction SMILES: [CH3:1][Si:2]([CH3:22])([CH3:21])[C:3]1[C:16]([F:17])=[C:15]([F:18])[C:6]([CH2:7][O:8]C2CCCCO2)=[C:5]([F:19])[C:4]=1[F:20].C(OCC)(=O)C.C(OCC)C>CO.Cl>[CH3:1][Si:2]([CH3:22])([CH3:21])[C:3]1[C:16]([F:17])=[C:15]([F:18])[C:6]([CH2:7][OH:8])=[C:5]([F:19])[C:4]=1[F:20]. Procedure details: The crude tetrahydropyranyl ether prepared in Stage (i) was dissolved in methanol (20 cm3), and to the stirred solution was added concentrated hydrochloric acid (3 drops). After stirring for 16 hours at the ambient temperature (ca. 25° C.), the reaction mixture was poured into ethyl acetate, washed with water and brine, and dried. Evaporation of the solvent under reduced pressure gave a yellow oil which was subjected to column chromatography on silica gel using petroleum ether (boiling range 40°... The reactants are BrC1=CC=C(S1)C1CCN(CCS1(=O)=O)C(=O)OC(C)(C)C (7-(5-bromo-2-thienyl)-4-tert-butoxycarbonylperhydro-1,4-thiazepine 1,1-dioxide), C(C)(C)[N-]C(C)C.[Li+] (lithium diisopropylamide), C(C)(C)NC(C)C (diisopropylamine), C(CCC)[Li] (n-butyl lithium), BrCC(=O)OC(C)(C)C (tert-butyl bromoacetate), [Cl-].[NH4+] (ammonium chloride). Solvent: O1CCCC1 (tetrahydrofuran), O1CCCC1 (tetrahydrofuran), O1CCCC1 (tetrahydrofuran). Reaction conditions: time 15 minute. Yields the product C(C)(C)(C)OC(CC1(CCN(CCS1(=O)=O)C(=O)OC(C)(C)C)C=1SC(=CC1)Br)=O (tert-butyl-2-[7-(5-bromo-2-thienyl)-4-tert-butoxycarbonyl-1,1-dioxoperhydro-1,4-thiazepin-7-yl]acetate). The yield is 50.7%. RXN SMILES: C([N-]C(C)C)(C)C.[Li+].C(NC(C)C)(C)C.C([Li])CCC.[Br:21][C:22]1[S:26][C:25]([CH:27]2[S:33](=[O:35])(=[O:34])[CH2:32][CH2:31][N:30]([C:36]([O:38][C:39]([CH3:42])([CH3:41])[CH3:40])=[O:37])[CH2:29][CH2:28]2)=[CH:24][CH:23]=1.Br[CH2:44][C:45]([O:47][C:48]([CH3:51])([CH3:50])[CH3:49])=[O:46].[Cl-].[NH4+]>O1CCCC1>[C:48]([O:47][C:45](=[O:46])[CH2:44][C:27]1([C:25]2[S:26][C:22]([Br:21])=[CH:23][CH:24]=2)[S:33](=[O:35])(=[O:34])[CH2:32][CH2:31][N:30]([C:36]([O:38][C:39]([CH3:42])([CH3:41])[CH3:40])=[O:37])[CH2:29][CH2:28]1)([CH3:51])([CH3:50])[CH3:49] |f:0.1,6.7|. Reported procedure: To a solution of lithium diisopropylamide in tetrahydrofuran (10 ml) prepared from diisopropylamine (801 mg) and n-butyl lithium (5.18 ml, 1.53M in n-hexane) was added dropwise a solution of 7-(5-bromo-2-thienyl)-4-tert-butoxycarbonylperhydro-1,4-thiazepine 1,1-dioxide (2.5 g) in tetrahydrofuran (25 ml) at −50° C. under a nitrogen atmosphere. After the mixture was stirred for 15 minutes, a solution of tert-butyl bromoacetate (1.78 g) in tetrahydrofuran (5 ml) was added dropwise therein under the... The reactants are CCCCOC(=O)c1ccc2c(c1)CCC2N(c1nc2cc(O)ccc2n1C)C1CCC(C(C)(C)C)CC1, CCCO, ClCCl, CC(C)OC(=O)N=NC(=O)OC(C)C, c1ccc(P(c2ccccc2)c2ccccc2)cc1. The product is CCCCOC(=O)c1ccc2c(c1)CCC2N(c1nc2cc(OCCC)ccc2n1C)C1CCC(C(C)(C)C)CC1. As a reaction SMILES: [C:1]([CH3:2])([CH3:3])([CH3:4])[CH:5]1[CH2:6][CH2:7][CH:8]([N:11]([CH:12]2[CH2:13][CH2:14][c:15]3[cH:16][c:17]([C:21](=[O:22])[O:23][CH2:24][CH2:25][CH2:26][CH3:27])[cH:18][cH:19][c:20]32)[c:28]2[n:29][c:30]3[c:31]([n:32]2[CH3:33])[cH:34][cH:35][c:36]([OH:38])[cH:37]3)[CH2:9][CH2:10]1.[CH2:39]([CH2:40][CH3:41])[OH:42].[Cl:76][CH2:77][Cl:78].[O:43]=[C:44]([O:45][CH:46]([CH3:47])[CH3:48])[N:49]=[N:50][C:51]([O:52][CH:53]([CH3:54])[CH3:55])=[O:56].[c:57]1([P:58]([c:59]2[cH:60][cH:61][cH:62][cH:63][cH:64]2)[c:65]2[cH:66][cH:67][cH:68][cH:69][cH:70]2)[cH:71][cH:72][cH:73][cH:74][cH:75]1>>[C:1]([CH3:2])([CH3:3])([CH3:4])[CH:5]1[CH2:6][CH2:7][CH:8]([N:11]([CH:12]2[CH2:13][CH2:14][c:15]3[cH:16][c:17]([C:21](=[O:22])[O:23][CH2:24][CH2:25][CH2:26][CH3:27])[cH:18][cH:19][c:20]32)[c:28]2[n:29][c:30]3[c:31]([n:32]2[CH3:33])[cH:34][cH:35][c:36]([O:38][CH2:39][CH2:40][CH3:41])[cH:37]3)[CH2:9][CH2:10]1. Reactants: COC=1C=C(C(C(=O)O)=C(C1)OC)N (4,6-dimethoxy-anthranilic acid), C(C)OC(OCC)OCC (triethylorthoformate). Reaction conditions: temperature 140 celsius. Yields the product COC1=CC(=CC2=C1C(OC=N2)=O)OC (5,7-dimethoxy-3,1-benzoxazine-4-one). The yield is 76.2%. As a reaction SMILES: [CH3:1][O:2][C:3]1[CH:4]=[C:5]([NH2:14])[C:6](=[C:10]([O:12][CH3:13])[CH:11]=1)[C:7]([OH:9])=[O:8].[CH2:15](OC(OCC)OCC)C>>[CH3:13][O:12][C:10]1[C:6]2[C:7](=[O:9])[O:8][CH:15]=[N:14][C:5]=2[CH:4]=[C:3]([O:2][CH3:1])[CH:11]=1. Reported procedure: A mixture of 1.0 g (5.07 mmol) of 4,6-dimethoxy-anthranilic acid, as prepared in Example 3, and 15 ml of triethylorthoformate (90.2 mmol) was heated to 140° C. for 4 h. The volatiles were evaporated under reduced pressure to give 0.8 g of 5,7-dimethoxy-3,1-benzoxazine-4-one as a yellow solid (76% yield), which was used without any further purification. The reactants are O1C[C@@H](CC1)NC1=C2N=CN(C2=NC=N1)[C@H]1[C@@H]([C@@H]([C@H](O1)CSC(=O)NC)O)O ([(5-{6-[((3R)oxolan-3-yl)amino]purin-9-yl}(2S,3S,4R,5R)-3,4-dihydroxyoxolan-2-yl)methythio]-N-methylcarboxamide), CN=C=O (methyl isocyanate). Yields the product O1C[C@@H](CC1)NC1=C2N=CN(C2=NC=N1)[C@H]1[C@@H]([C@@H]([C@H](O1)CSC(=O)NC1CCCC1)O)O ([(5-{6-[((3R)oxolan-3-yl)amino]purin-9-yl}(2S,3S,4R,5R)-3,4-dihydroxyoxolan-2-yl)methythio]-N-cyclopentylcarboxamide). RXN SMILES: [O:1]1[CH2:5][CH2:4][C@@H:3]([NH:6][C:7]2[N:15]=[CH:14][N:13]=[C:12]3[C:8]=2[N:9]=[CH:10][N:11]3[C@@H:16]2[O:20][C@H:19]([CH2:21][S:22][C:23]([NH:25][CH3:26])=[O:24])[C@@H:18]([OH:27])[C@H:17]2[OH:28])[CH2:2]1.CN=C=O>>[O:1]1[CH2:5][CH2:4][C@@H:3]([NH:6][C:7]2[N:15]=[CH:14][N:13]=[C:12]3[C:8]=2[N:9]=[CH:10][N:11]3[C@@H:16]2[O:20][C@H:19]([CH2:21][S:22][C:23]([NH:25][CH:26]3[CH2:5][CH2:4][CH2:3][CH2:2]3)=[O:24])[C@@H:18]([OH:27])[C@H:17]2[OH:28])[CH2:2]1. Procedure: Compound 73 was prepared in the manner of compound 22 by substituting cyclopentyl isocyanate for methyl isocyanate [MS 465.2 (M+1)].